Dataset: the Open Reaction Database (ORD), a public repository of structured organic reaction records. Task: describe an organic reaction: reactants, conditions, products, and yield The reactants are CC#N, Cl, O=C(O)C(F)(F)F, NC(CCC(=O)NC(CSCC(=O)C(=O)N1CCCCC1)C(=O)NCC(=O)O)C(=O)O, NO, O. Product: O=C(O)C(F)(F)F, NC(CCC(=O)NC(CSCC(=NO)C(=O)N1CCCCC1)C(=O)NCC(=O)O)C(=O)O. As a reaction SMILES: [CH3:42][C:43]#[N:44].[ClH:41].[F:32][C:33]([C:34](=[O:35])[OH:36])([F:37])[F:38].[NH2:1][CH:2]([C:3](=[O:4])[OH:5])[CH2:6][CH2:7][C:8]([NH:9][CH:10]([CH2:11][S:12][CH2:13][C:14]([C:15]([N:16]1[CH2:17][CH2:18][CH2:19][CH2:20][CH2:21]1)=[O:22])=[O:23])[C:24]([NH:25][CH2:26][C:27](=[O:28])[OH:29])=[O:30])=[O:31].[NH2:39][OH:40].[OH2:45]>>[F:32][C:33]([C:34](=[O:35])[OH:36])([F:37])[F:38].[NH2:1][CH:2]([C:3](=[O:4])[OH:5])[CH2:6][CH2:7][C:8]([NH:9][CH:10]([CH2:11][S:12][CH2:13][C:14]([C:15]([N:16]1[CH2:17][CH2:18][CH2:19][CH2:20][CH2:21]1)=[O:22])=[N:39][OH:40])[C:24]([NH:25][CH2:26][C:27](=[O:28])[OH:29])=[O:30])=[O:31].